This data is from the Open Reaction Database (ORD), a public repository of structured organic reaction records. The task is: describe an organic reaction: reactants, conditions, products, and yield Reactants: CCO, CCOC(=O)COc1cc2cc(C(C)O)sc2c(Cl)c1Cl, [Na+], [OH-]. Product: CC(O)c1cc2cc(OCC(=O)O)c(Cl)c(Cl)c2s1. RXN SMILES: [CH3:24][CH2:25][OH:26].[Cl:1][c:2]1[c:3]([O:15][CH2:16][C:17](=[O:18])[O:19][CH2:20][CH3:21])[cH:4][c:5]2[c:6]([s:7][c:8]([CH:10]([CH3:11])[OH:12])[cH:9]2)[c:13]1[Cl:14].[Na+:23].[OH-:22]>>[Cl:1][c:2]1[c:3]([O:15][CH2:16][C:17](=[O:18])[OH:19])[cH:4][c:5]2[c:6]([s:7][c:8]([CH:10]([CH3:11])[OH:12])[cH:9]2)[c:13]1[Cl:14]. Starting materials: Cl.C(C1=CC=CC=C1)N1CCN(CC1)C([C@@H](NC(C1=C(C=C(C=C1)O)O)=O)CC(N)=O)=O (1-benzyl-4-(2,4-dihydroxybenzoyl-L-asparaginyl)piperazine.hydrochloride), CCOCC (ether). The reagents and catalysts are [C].[Pd] (palladium-carbon). Solvent: [H][H] (hydrogen). Yields the product Cl.OC1=C(C(=O)N[C@@H](CC(N)=O)C(=O)N2CCNCC2)C=CC(=C1)O (1-(2,4-dihydroxybenzoyl-L-asparaginyl)piperazine.hydrochloride). Isolated yield 77.4%. Reaction SMILES: [ClH:1].C([N:9]1[CH2:14][CH2:13][N:12]([C:15](=[O:32])[C@H:16]([CH2:28][C:29](=[O:31])[NH2:30])[NH:17][C:18](=[O:27])[C:19]2[CH:24]=[CH:23][C:22]([OH:25])=[CH:21][C:20]=2[OH:26])[CH2:11][CH2:10]1)C1C=CC=CC=1.CCOCC>[H][H].[C].[Pd]>[ClH:1].[OH:26][C:20]1[CH:21]=[C:22]([OH:25])[CH:23]=[CH:24][C:19]=1[C:18]([NH:17][C@H:16]([C:15]([N:12]1[CH2:13][CH2:14][NH:9][CH2:10][CH2:11]1)=[O:32])[CH2:28][C:29](=[O:31])[NH2:30])=[O:27] |f:0.1,4.5,6.7|. Procedure: Ethanolic solution (20 ml) of 1-benzyl-4-(2,4-dihydroxybenzoyl-L-asparaginyl)piperazine.hydrochloride (340 mg) was subjected to catalytic reduction in the presence of 10% palladium-carbon (300 mg) for 18 hours at room temperature and under atmospheric pressure in hydrogen stream. The catalyst was removed by filtration and the filtrate was concentrated under reduced pressure to obtain a colorless oily product. This product was powdered with addition of ether and then collected by filtration to ob... Reaction SMILES: Cl[CH2:2][CH2:3][CH2:4][C:5]#[C:6][C:7]1[CH:12]=[CH:11][C:10]([C:13]2[O:17][C:16]([CH3:18])=[N:15][CH:14]=2)=[C:9]([O:19][CH3:20])[CH:8]=1.C1(C(C2C=CC=CC=2)=[N:28][CH2:29][C:30]([O:32][CH2:33][CH3:34])=[O:31])C=CC=CC=1.C(=O)([O-])[O-].[K+].[K+]>[I-].C([N+](CCCC)(CCCC)CCCC)CCC.C(#N)C.C(OCC)(=O)C>[NH2:28][CH:29]([CH2:2][CH2:3][CH2:4][C:5]#[C:6][C:7]1[CH:12]=[CH:11][C:10]([C:13]2[O:17][C:16]([CH3:18])=[N:15][CH:14]=2)=[C:9]([O:19][CH3:20])[CH:8]=1)[C:30]([O:32][CH2:33][CH3:34])=[O:31] |f:2.3.4,5.6|. The solvent is C(C)#N (acetonitrile), C(C)(=O)OCC (ethyl acetate). The product is NC(C(=O)OCC)CCCC#CC1=CC(=C(C=C1)C1=CN=C(O1)C)OC (ethyl 2-amino-7-[3-methoxy-4-(2-methyl-1,3-oxazol-5-yl)phenyl]hept-6-ynoate). Reagents/catalysts: [I-].C(CCC)[N+](CCCC)(CCCC)CCCC (tetrabutylammonium iodide). Reported procedure: A mixture of 5-[4-(5-chloropent-1-yn-1-yl)-2-methoxyphenyl]-2-methyl-1,3-oxazole (500 mg), ethyl N-(diphenylmethylene)glycinate (461 mg), potassium carbonate (1.2 g) and tetrabutylammonium iodide (637 mg) in acetonitrile (5 mL) was stirred at 80° C. overnight under an argon atmosphere. The reaction mixture was diluted with ethyl acetate, the mixture was washed with water and saturated brine, and dried over anhydrous sodium sulfate, and the solvent was evaporated under reduced pressure. Ethyl ace... The reactants are ClCCCC#CC1=CC(=C(C=C1)C1=CN=C(O1)C)OC (5-[4-(5-chloropent-1-yn-1-yl)-2-methoxyphenyl]-2-methyl-1,3-oxazole), C1(=CC=CC=C1)C(=NCC(=O)OCC)C1=CC=CC=C1 (ethyl N-(diphenylmethylene)glycinate), C([O-])([O-])=O.[K+].[K+] (potassium carbonate). Yield: 58.9%. Run at temperature 80 celsius, time 8 hour.